This data is from the Open Reaction Database (ORD), a public repository of structured organic reaction records. The task is: describe an organic reaction: reactants, conditions, products, and yield Reaction SMILES: [C:20]([OH:21])(=[O:22])[CH3:23].[O:24]=[CH:25][N:26]([CH3:27])[CH3:28].[OH2:35].[cH:29]1[cH:30][cH:31][n:32][cH:33][cH:34]1.[n:1]1[cH:2][c:3]([CH:7]=[CH:8][c:9]2[n:10][nH:11][c:12]3[cH:13][c:14]([C:18]#[N:19])[cH:15][cH:16][c:17]23)[cH:4][cH:5][cH:6]1>>[n:1]1[cH:2][c:3]([CH:7]=[CH:8][c:9]2[n:10][nH:11][c:12]3[cH:13][c:14]([CH:18]=[O:22])[cH:15][cH:16][c:17]23)[cH:4][cH:5][cH:6]1. Product: O=Cc1ccc2c(C=Cc3cccnc3)n[nH]c2c1. Reactants: CC(=O)O, CN(C)C=O, O, c1ccncc1, N#Cc1ccc2c(C=Cc3cccnc3)n[nH]c2c1. Reactants: CC(C)(C)OC(NC(CCCC=1C=NC=CC1)CCCC=1C=NC=CC1)=O ([1-[3-(3-pyridinyl)-propyl)-4-(3-pyridinyl)butyl]carbamic acid 1,1-dimethylethyl ester). Solvent: Cl (HCl). Yields the product N1=CC(=CC=C1)CCCC(CCCC=1C=NC=CC1)N (alpha-[3-(3-pyridinyl)propyl]-3-pyridinebutanamine). Yield: 80.0%. RXN SMILES: CC(OC(=O)[NH:7][CH:8]([CH2:18][CH2:19][CH2:20][C:21]1[CH:22]=[N:23][CH:24]=[CH:25][CH:26]=1)[CH2:9][CH2:10][CH2:11][C:12]1[CH:13]=[N:14][CH:15]=[CH:16][CH:17]=1)(C)C>Cl>[N:14]1[CH:15]=[CH:16][CH:17]=[C:12]([CH2:11][CH2:10][CH2:9][CH:8]([NH2:7])[CH2:18][CH2:19][CH2:20][C:21]2[CH:22]=[N:23][CH:24]=[CH:25][CH:26]=2)[CH:13]=1. Procedure: As in Example 37, hydrolysis of 5.4 g of [1-[3-(3-pyridinyl)-propyl)-4-(3-pyridinyl)butyl]carbamic acid 1,1-dimethylethyl ester in 55 mL of 1N HCl yielded 3.15 g of alpha-[3-(3-pyridinyl)propyl]-3-pyridinebutanamine. Reactants: Clc1ccccc1Cl, CC(C)n1c(=O)[nH]c2cc(Cl)ccc21, O=[N+]([O-])O. Yields the product CC(C)n1c(=O)[nH]c2cc(Cl)c([N+](=O)[O-])cc21. As a reaction SMILES: [Cl:19][c:20]1[cH:21][cH:22][cH:23][cH:24][c:25]1[Cl:26].[Cl:1][c:2]1[cH:3][c:4]2[c:5]([n:6]([CH:10]([CH3:11])[CH3:12])[c:7](=[O:9])[nH:8]2)[cH:13][cH:14]1.[OH:15][N+:16]([O-:17])=[O:18]>>[Cl:1][c:2]1[cH:3][c:4]2[c:5]([n:6]([CH:10]([CH3:11])[CH3:12])[c:7](=[O:9])[nH:8]2)[cH:13][c:14]1[N+:16](=[O:15])[O-:17]. The reactants are ClC1=C(COC(NC2=NN(N=C2)CC=2N=C(OC2)CO)=O)C=CC=C1 ([2-(2-hydroxymethyl-oxazol-4-ylmethyl)-2H-[1,2,3]triazol-4-yl]-carbamic acid 2-chloro-benzyl ester), C(=O)(C)C#N (AcCN), N#N (N2). The reagents and catalysts are O=[Mn]=O (MnO2). Conditions: time 16 hour. Product: ClC1=C(COC(NC2=NN(N=C2)CC=2N=C(OC2)C(O)O)=O)C=CC=C1 ([2-(2-Dihydroxymethyl-oxazol-4-ylmethyl)-2H-[1,2,3]triazol-4-yl]-carbamic acid 2-chloro-benzyl ester). RXN SMILES: N#N.[Cl:3][C:4]1[CH:27]=[CH:26][CH:25]=[CH:24][C:5]=1[CH2:6][O:7][C:8](=[O:23])[NH:9][C:10]1[CH:14]=[N:13][N:12]([CH2:15][C:16]2[N:17]=[C:18]([CH2:21][OH:22])[O:19][CH:20]=2)[N:11]=1.C(C#N)(C)=[O:29]>O=[Mn]=O>[Cl:3][C:4]1[CH:27]=[CH:26][CH:25]=[CH:24][C:5]=1[CH2:6][O:7][C:8](=[O:23])[NH:9][C:10]1[CH:14]=[N:13][N:12]([CH2:15][C:16]2[N:17]=[C:18]([CH:21]([OH:29])[OH:22])[O:19][CH:20]=2)[N:11]=1. Procedure: In a flame dried round-bottomed flask equipped with a magnetic stir bar and under inert atmosphere (N2), a solution of [2-(2-hydroxymethyl-oxazol-4-ylmethyl)-2H-[1,2,3]triazol-4-yl]-carbamic acid 2-chloro-benzyl ester (37 mg, 0.10 mmol) in AcCN (3.0 mL) was treated at rt with MnO2 (49 mg, 0.51 mmol) and the reaction mixture was stirred at rt for 16 h before being filtered through Celite. The solvent was removed under reduced pressure to give the title compound as a brown solid. TLC: rf (EA)=0.48... Starting materials: C[SiH](C)OC1(CI)CC(C(C)(C)C)CN1C(=O)OCc1ccccc1, CN(C)C=O, CCOC(C)=O, N#C[Na]. Product: C[SiH](C)OC1(CC#N)CC(C(C)(C)C)CN1C(=O)OCc1ccccc1. RXN SMILES: [CH2:1]([c:2]1[cH:3][cH:4][cH:5][cH:6][cH:7]1)[O:8][C:9](=[O:10])[N:11]1[C:12]([CH2:20][I:21])([O:22][SiH:23]([CH3:24])[CH3:25])[CH2:13][CH:14]([C:16]([CH3:17])([CH3:18])[CH3:19])[CH2:15]1.[CH3:29][N:30]([CH3:31])[CH:32]=[O:33].[CH3:34][CH2:35][O:36][C:37](=[O:38])[CH3:39].[Na:26][C:27]#[N:28]>>[CH2:1]([c:2]1[cH:3][cH:4][cH:5][cH:6][cH:7]1)[O:8][C:9](=[O:10])[N:11]1[C:12]([CH2:20][C:27]#[N:28])([O:22][SiH:23]([CH3:24])[CH3:25])[CH2:13][CH:14]([C:16]([CH3:17])([CH3:18])[CH3:19])[CH2:15]1. Reactants: ClCC(=O)O (chloroacetic acid), C([O-])([O-])=O.[Na+].[Na+] (sodium carbonate), C(C=1C(N)=CC=CC1)(=O)O (anthranilic acid). Run in O (water), O (water), [OH-].[Na+] (sodium hydroxide), O (water), [OH-].[Na+] (sodium hydroxide). Conditions: temperature 42.5 celsius, time 4 day. The product is C(=O)(O)CNC1=C(C(=O)O)C=CC=C1 (2-(Carboxymethylamino)benzoic acid). Reaction SMILES: Cl[CH2:2][C:3]([OH:5])=[O:4].C(=O)([O-])[O-].[Na+].[Na+].[C:12]([OH:21])(=[O:20])[C:13]1[C:14](=[CH:16][CH:17]=[CH:18][CH:19]=1)[NH2:15]>O.[OH-].[Na+]>[C:3]([CH2:2][NH:15][C:14]1[CH:16]=[CH:17][CH:18]=[CH:19][C:13]=1[C:12]([OH:21])=[O:20])([OH:5])=[O:4] |f:1.2.3,6.7|. Procedure details: To a solution of chloroacetic acid (347 g, 3.67 mol) in water (500 mL), sodium carbonate (200 g, 4.72 mol) was carefully added at room temperature under stirring. The formed solution was heated to 40-45° C. and quickly added to a mixture prepared from a suspension of anthranilic acid (500 g, 3.65 mol) in water (340 mL) and 35% aqueous sodium hydroxide solution (320 mL) and heated to 40-45° C. The reaction mixture was kept at 40° C. for 4 days and the solid reaction mixture was treated with a sol... Reactants: SCC(C(=O)N1[C@H](C(=O)O)CCC1)CC(=O)OC (N-[3-Mercapto-2-(methoxycarbonylmethyl)propanoyl]-L-proline), [H][H] (hydrogen). Solvent: CO (methanol), [OH-].[Na+] (sodium hydroxide). Run at time 4 hour. Yields the product C(=O)(O)CC(C(=O)N1[C@H](C(=O)O)CCC1)CS (N-[2-Carboxymethyl-3-mercaptopropanoyl]-L-proline). Isolated yield 80.8%. RXN SMILES: [SH:1][CH2:2][CH:3]([CH2:14][C:15]([O:17]C)=[O:16])[C:4]([N:6]1[CH2:13][CH2:12][CH2:11][C@H:7]1[C:8]([OH:10])=[O:9])=[O:5].[H][H]>CO.[OH-].[Na+]>[C:15]([CH2:14][CH:3]([CH2:2][SH:1])[C:4]([N:6]1[CH2:13][CH2:12][CH2:11][C@H:7]1[C:8]([OH:10])=[O:9])=[O:5])([OH:17])=[O:16] |f:3.4|. Procedure: To a solution of the product from Example 62, Step (d) (3.0 g) in methanol (60 ml), 1N sodium hydroxide (60 ml) is added. After 4 hours, the solution is applied to a column of Dowex 50 ion exchange resin in the hydrogen cycle, and the desired material is eluted with water to yield 2.3 g of the named product, Rf =0.2 (silica gel-benzene:acetic acid, 75:25). Starting materials: Cl.ClCCC1=C(N=C2N(C1=O)CCCC2)C (3-(2-chloroethyl)-6,7,8,9-tetrahydro-2-methyl-4H-pyrido[1,2-a]pyrimidin-4-one monohydrochloride), Cl.Cl.N1(CCNCC1)C1=NSC2=C1C=CC=C2 (3-(1-piperazinyl)-1,2-benzisothiazole dihydrochloride), C([O-])([O-])=O.[Na+].[Na+] (sodium carbonate), [I-].[K+] (potassium iodide), CC(CC(C)=O)C (4-methyl-2-pentanone). Conditions: time 20 hour. Yields the product C(\C=C\C(=O)O)(=O)O.S1N=C(C2=C1C=CC=C2)N2CCN(CC2)CCC2=C(N=C1N(C2=O)CCCC1)C (3-[2-[4-(1,2-benzisothiazol-3-yl)-1-piperazinyl]ethyl]-6,7,8,9-tetrahydro-2-methyl-4H-pyrido[1,2-a]pyrimidin-4-one (E)-2-butenedioate). Yield: 85.0%. Reaction SMILES: Cl.Cl[CH2:3][CH2:4][C:5]1[C:10](=[O:11])[N:9]2[CH2:12][CH2:13][CH2:14][CH2:15][C:8]2=[N:7][C:6]=1[CH3:16].Cl.Cl.[N:19]1([C:25]2[C:29]3[CH:30]=[CH:31][CH:32]=[CH:33][C:28]=3[S:27][N:26]=2)[CH2:24][CH2:23][NH:22][CH2:21][CH2:20]1.[C:34](=[O:37])([O-:36])[O-].[Na+].[Na+].[I-].[K+].CC(C)CC(=[O:47])C>>[C:10]([OH:11])(=[O:47])/[CH:5]=[CH:6]/[C:34]([OH:36])=[O:37].[S:27]1[C:28]2[CH:33]=[CH:32][CH:31]=[CH:30][C:29]=2[C:25]([N:19]2[CH2:20][CH2:21][N:22]([CH2:3][CH2:4][C:5]3[C:10](=[O:11])[N:9]4[CH2:12][CH2:13][CH2:14][CH2:15][C:8]4=[N:7][C:6]=3[CH3:16])[CH2:23][CH2:24]2)=[N:26]1 |f:0.1,2.3.4,5.6.7,8.9,11.12|. Procedure: A mixture of 5 parts of 3-(2-chloroethyl)-6,7,8,9-tetrahydro-2-methyl-4H-pyrido[1,2-a]pyrimidin-4-one monohydrochloride, 5 parts of 3-(1-piperazinyl)-1,2-benzisothiazole dihydrochloride, 8 parts of sodium carbonate, 0.2 parts of potassium iodide and 200 parts of 4-methyl-2-pentanone was stirred for 20 hours at reflux temperature. The reaction mixture was filtered and the filtrate was evaporated. The residue was purified by column chromatography over silica gel using a mixture of trichloromethane... The reactants are [OH-].[K+] (potassium hydroxide), C1(=CC=CC=C1)S (thiophenol), N(=O)[O-].[Na+] (sodium nitrite), NC=1C=C2C=CC=NC2=CC1 (6-amino-quinoline). Run in O (water), O (water), S(O)(O)(=O)=O (sulfuric acid). Yields the product C1(=CC=CC=C1)SC=1C=C2C=CC=NC2=CC1 (6-phenylsulfanyl-quinoline). RXN SMILES: N([O-])=O.[Na+].N[C:6]1[CH:7]=[C:8]2[C:13](=[CH:14][CH:15]=1)[N:12]=[CH:11][CH:10]=[CH:9]2.[OH-].[K+].[C:18]1([SH:24])[CH:23]=[CH:22][CH:21]=[CH:20][CH:19]=1>O.S(=O)(=O)(O)O>[C:18]1([S:24][C:6]2[CH:7]=[C:8]3[C:13](=[CH:14][CH:15]=2)[N:12]=[CH:11][CH:10]=[CH:9]3)[CH:23]=[CH:22][CH:21]=[CH:20][CH:19]=1 |f:0.1,3.4|. Procedure details: A solution of sodium nitrite (1 g, 14 mmol) in water (6 mL) was slowly added to a stirred solution of 6-amino-quinoline (1.44 g, 10 mmol) in sulfuric acid (50%) (8 mL). The temperature was kept below 5° C. during the addition. The reaction mixture was poured into a solution of potassium hydroxide (9 g, 16 mmol) and thiophenol (1 mL, 9 mmol) in water (30 mL). The reaction mixture was refluxed for 3 h, cooled and extracted with diethyl ether. The insoluble material was eliminated by filtration. Du... Starting materials: ClC1=C(C(=O)O)C=CC=N1 (2-chloronicotinic acid), CNCC1=CC=CC=C1 (N-methylbenzylamine), S(=O)(Cl)Cl (thionyl chloride), [S-]C#N.[NH4+] (ammonium thiocyanate). The solvent is CC(=O)C (acetone), CN(C)C=O (DMF), CC(=O)C (acetone). Yields the product C(C1=CC=CC=C1)N(C)C=1SC2=C(C(N1)=O)C=CC=N2 (2-(N-benzyl-N-methylamino)-4H-pyrido[3,2-e]-1,3-thiazin-4-one). The yield is 48.2%. As a reaction SMILES: Cl[C:2]1[N:10]=[CH:9][CH:8]=[CH:7][C:3]=1[C:4]([OH:6])=O.S(Cl)(Cl)=O.[S-:15][C:16]#[N:17].[NH4+].[CH3:19][NH:20][CH2:21][C:22]1[CH:27]=[CH:26][CH:25]=[CH:24][CH:23]=1>CC(C)=O.CN(C=O)C>[CH2:21]([N:20]([C:16]1[S:15][C:2]2[N:10]=[CH:9][CH:8]=[CH:7][C:3]=2[C:4](=[O:6])[N:17]=1)[CH3:19])[C:22]1[CH:27]=[CH:26][CH:25]=[CH:24][CH:23]=1 |f:2.3|. Procedure details: The reaction procedure of Example 57 was followed except that 1.757 g (11.2 mmol) of 2-chloronicotinic acid, 15 ml of thionyl chloride, two droplets of DMF, 891 mg of ammonium thiocyanate, 15 ml of acetone, 1.42 g of N-methylbenzylamine and 10 ml of acetone were used. The resulting crude product was then recrystallized from a mixture of ethanol and ether to obtain 1.53 g of 2-(N-benzyl-N-methylamino)-4H-pyrido[3,2-e]-1,3-thiazin-4-one.